From a dataset of the Open Reaction Database (ORD), a public repository of structured organic reaction records. describe an organic reaction: reactants, conditions, products, and yield Starting materials: ice water, [N+](=O)(O)[O-] (nitric acid), [N+](=O)([N+](=O)[O-])[O-] (dinitrogen tetroxide), ClC(C(=O)N1NN(NC(CC(C1)N=O)C(C(Cl)(Cl)Cl)=O)N=O)(Cl)Cl (1,5-di(trichloroacetyl)-3,7-dinitrosooctahydrotetrazocine), 1,5-di(trichloroacetyl), CCCCCCCCC (nonane), C([O-])([O-])=O.[K+].[K+] (potassium carbonate). The product is C([O-])([O-])=O.[K+].[K+] (potassium carbonate), ClC(C(=O)N1NN(NC(CC(C1)[N+](=O)[O-])C(C(Cl)(Cl)Cl)=O)[N+](=O)[O-])(Cl)Cl (1,5-di(trichloroacetyl)-3,7-dinitrooctahydrotetrazocine). The yield is 89.0%. As a reaction SMILES: CCCCCCCCC.[N+:10]([O-:15])([N+:12]([O-])=O)=[O:11].[C:16](=[O:19])([O-:18])[O-:17].[K+:20].[K+].[Cl:22][C:23]([Cl:45])([Cl:44])[C:24]([N:26]1[CH2:33][CH:32]([N:34]=[O:35])[CH2:31][CH:30]([C:36](=[O:41])[C:37]([Cl:40])([Cl:39])[Cl:38])[NH:29]N(N=O)[NH:27]1)=[O:25].[N+]([O-])(O)=[O:47]>>[C:16](=[O:17])([O-:19])[O-:18].[K+:20].[K+:20].[Cl:22][C:23]([Cl:45])([Cl:44])[C:24]([N:26]1[CH2:33][CH:32]([N+:34]([O-:47])=[O:35])[CH2:31][CH:30]([C:36](=[O:41])[C:37]([Cl:40])([Cl:39])[Cl:38])[NH:29][N:12]([N+:10]([O-:15])=[O:11])[NH:27]1)=[O:25] |f:2.3.4,7.8.9|. Reported procedure: A suspension of 0.80g of 1,5-di(trichloroacetyl)-1,3,5,7-tetraazabicyclo[3.3.1.]nonane in 5ml. of liquid dinitrogen tetroxide was stirred in a closed container for 20 hours. The reaction mixture was poured into ice water and the solution was neutralized with potassium carbonate to give a solid precipitate which when recrystallized from nitromethane melted at 234°-235°; yield, 0.41 g. (43%) of 1,5-di(trichloroacetyl)-3,7-dinitrosooctahydrotetrazocine. Upon further treatment of the above precipita...